Dataset: the Open Reaction Database (ORD), a public repository of structured organic reaction records. Task: describe an organic reaction: reactants, conditions, products, and yield Starting materials: N#Cc1ccccc1Br, COc1ccc(Br)cc1, [Li]CCCC, CCCCCC, [Cl-], [Cl-], C1CCOC1, [Zn+2], c1ccc(P(c2ccccc2)(c2ccccc2)[Pd](P(c2ccccc2)(c2ccccc2)c2ccccc2)(P(c2ccccc2)(c2ccccc2)c2ccccc2)P(c2ccccc2)(c2ccccc2)c2ccccc2)cc1. Product: COc1ccc(-c2ccccc2C#N)cc1. RXN SMILES: [Br:15][c:16]1[c:17]([C:18]#[N:19])[cH:20][cH:21][cH:22][cH:23]1.[Br:1][c:2]1[cH:3][cH:4][c:5]([O:8][CH3:9])[cH:6][cH:7]1.[CH3:10][CH2:11][CH2:12][CH2:13][Li:14].[CH3:29][CH2:30][CH2:31][CH2:32][CH2:33][CH3:34].[Cl-:35].[Cl-:37].[O:24]1[CH2:25][CH2:26][CH2:27][CH2:28]1.[Zn+2:36].[cH:38]1[cH:39][cH:40][c:41]([P:42]([Pd:43]([P:44]([c:45]2[cH:46][cH:47][cH:48][cH:49][cH:50]2)([c:51]2[cH:52][cH:53][cH:54][cH:55][cH:56]2)[c:57]2[cH:58][cH:59][cH:60][cH:61][cH:62]2)([P:63]([c:64]2[cH:65][cH:66][cH:67][cH:68][cH:69]2)([c:70]2[cH:71][cH:72][cH:73][cH:74][cH:75]2)[c:76]2[cH:77][cH:78][cH:79][cH:80][cH:81]2)[P:82]([c:83]2[cH:84][cH:85][cH:86][cH:87][cH:88]2)([c:89]2[cH:90][cH:91][cH:92][cH:93][cH:94]2)[c:95]2[cH:96][cH:97][cH:98][cH:99][cH:100]2)([c:101]2[cH:102][cH:103][cH:104][cH:105][cH:106]2)[c:107]2[cH:108][cH:109][cH:110][cH:111][cH:112]2)[cH:113][cH:114]1>>[c:2]1(-[c:16]2[c:17]([C:18]#[N:19])[cH:20][cH:21][cH:22][cH:23]2)[cH:3][cH:4][c:5]([O:8][CH3:9])[cH:6][cH:7]1. The reactants are O=C([O-])[O-], CCCCCCCCC=CCCCCCCCCBr, COC(=O)CN(CC(=O)OC)c1cccc(O)c1, CC(C)=O, [I-], [K+], [K+], [Na+], CN(C)C=O. Product: CCCCCCCCC=CCCCCCCCCOc1cccc(N(CC(=O)OC)CC(=O)OC)c1. Reaction SMILES: [C:40](=[O:41])([O-:42])[O-:43].[CH2:19]([CH2:20][CH2:21][CH2:22][CH2:23][CH2:24][CH2:25][CH2:26][CH:27]=[CH:28][CH2:29][CH2:30][CH2:31][CH2:32][CH2:33][CH2:34][CH2:35][CH3:36])[Br:37].[CH3:1][O:2][C:3]([CH2:4][N:5]([CH2:6][C:7](=[O:8])[O:9][CH3:10])[c:11]1[cH:12][c:13]([OH:17])[cH:14][cH:15][cH:16]1)=[O:18].[CH3:46][C:47](=[O:48])[CH3:49].[I-:39].[K+:44].[K+:45].[Na+:38].[O:50]=[CH:51][N:52]([CH3:53])[CH3:54]>>[CH3:1][O:2][C:3]([CH2:4][N:5]([CH2:6][C:7](=[O:8])[O:9][CH3:10])[c:11]1[cH:12][c:13]([O:17][CH2:19][CH2:20][CH2:21][CH2:22][CH2:23][CH2:24][CH2:25][CH2:26][CH:27]=[CH:28][CH2:29][CH2:30][CH2:31][CH2:32][CH2:33][CH2:34][CH2:35][CH3:36])[cH:14][cH:15][cH:16]1)=[O:18]. Starting materials: ClC(Cl)(Cl)Cl, COc1ccc(S(=O)(=O)N(CCCO)C(C(=O)OCc2ccccc2)C2CCCCC2)cc1, CC#N, [O-][I+3]([O-])([O-])[O-], [Na+], O, O, Cl[Ru](Cl)Cl. The product is COc1ccc(S(=O)(=O)N(CCC(=O)O)C(C(=O)OCc2ccccc2)C2CCCCC2)cc1. Reaction SMILES: [C:43]([Cl:44])([Cl:45])([Cl:46])[Cl:47].[CH2:1]([c:2]1[cH:3][cH:4][cH:5][cH:6][cH:7]1)[O:8][C:9]([CH:10]([N:11]([S:12](=[O:13])(=[O:14])[c:15]1[cH:16][cH:17][c:18]([O:21][CH3:22])[cH:19][cH:20]1)[CH2:23][CH2:24][CH2:25][OH:26])[CH:27]1[CH2:28][CH2:29][CH2:30][CH2:31][CH2:32]1)=[O:33].[CH3:40][C:41]#[N:42].[I+3:34]([O-:35])([O-:36])([O-:37])[O-:38].[Na+:39].[OH2:48].[OH2:49].[Ru:50]([Cl:51])([Cl:52])[Cl:53]>>[CH2:1]([c:2]1[cH:3][cH:4][cH:5][cH:6][cH:7]1)[O:8][C:9]([CH:10]([N:11]([S:12](=[O:13])(=[O:14])[c:15]1[cH:16][cH:17][c:18]([O:21][CH3:22])[cH:19][cH:20]1)[CH2:23][CH2:24][C:25](=[O:26])[OH:35])[CH:27]1[CH2:28][CH2:29][CH2:30][CH2:31][CH2:32]1)=[O:33]. Starting materials: anhydride, [OH-].[Na+] (NaOH), [OH-].[Na+] (NaOH), C(=CCCCCCCCCCCCCCCCC)C1C(=O)OC(C1)=O (Octadecenyl succinic anhydride), CCCCCCCCCCCCCCC/C=C/CC1CC(=O)OC1=O.C1CCOC1 (ODSA THF). Solvent: O1CCCC1 (tetrahydrofuran), O (water). Reaction conditions: temperature 50 celsius. The product is CCCCCCCCCCCCCCC/C=C/CC1CC(=O)OC1=O (ODSA). As a reaction SMILES: [OH-].[Na+].[CH:3]([CH:21]1[CH2:26][C:25](=[O:27])[O:24][C:22]1=[O:23])=[CH:4][CH2:5][CH2:6][CH2:7][CH2:8][CH2:9][CH2:10][CH2:11][CH2:12][CH2:13][CH2:14][CH2:15][CH2:16][CH2:17][CH2:18][CH2:19][CH3:20].CCCCCCCCCCCCCCC/C=C/CC1C(=O)OC(=O)C1.C1COCC1>O.O1CCCC1>[CH3:20][CH2:19][CH2:18][CH2:17][CH2:16][CH2:15][CH2:14][CH2:13][CH2:12][CH2:11][CH2:10][CH2:9][CH2:8][CH2:7][CH2:6]/[CH:5]=[CH:4]/[CH2:3][CH:21]1[C:22](=[O:23])[O:24][C:25](=[O:27])[CH2:26]1 |f:0.1,3.4|. Reported procedure: Isolated soy protein (30 g) was dispersed in deionized water. The pH was adjusted to 8.5 with 1 N NaOH and the dispersion was heated to 50° C. Octadecenyl succinic anhydride (36 g) was melted at 75° C. for 1-2 hours before dissolving in tetrahydrofuran (100 ml). When the temperature of the soy dispersion reached 50° C., the ODSA/THF solution was added in 5 ml increments over 1 hour with concurrent adjustment of pH to 8.5 with 1 N NaOH. The solution was stirred for an additional hour to hydrolyze... The reactants are OC1=CC=NN1C (5-hydroxy-1-methylpyrazole), N,N-dimethylaminopyridine, COC(COC=1C(=C(C(=O)O)C=CC1S(=O)(=O)C)C)OC (3-(2,2-Dimethoxyethoxy)-2-methyl-4-(methylsulfonyl)benzoic acid), C(C(=O)Cl)(=O)Cl (oxalyl chloride), CN(C)C=O (DMF). Run in C(C)N(CC)CC (triethylamine), C(Cl)(Cl)Cl (chloroform), C(C)(=O)OCC (ethyl acetate). Reaction conditions: time 30 minute. The product is COC(COC=1C(=C(C=CC1S(=O)(=O)C)C(=O)C=1C=NN(C1O)C)C)OC (5-hydroxy-1-methylpyrazol-4-yl 3-(2,2-dimethoxyethoxy)-2-methyl-4-(methylsulfonyl)phenyl ketone). RXN SMILES: [CH3:1][O:2][CH:3]([O:20][CH3:21])[CH2:4][O:5][C:6]1[C:7]([CH3:19])=[C:8]([CH:12]=[CH:13][C:14]=1[S:15]([CH3:18])(=[O:17])=[O:16])[C:9]([OH:11])=O.C(Cl)(=O)C(Cl)=O.CN(C=O)C.[OH:33][C:34]1[N:38]([CH3:39])[N:37]=[CH:36][CH:35]=1>C(Cl)(Cl)Cl.C(OCC)(=O)C.C(N(CC)CC)C>[CH3:21][O:20][CH:3]([O:2][CH3:1])[CH2:4][O:5][C:6]1[C:7]([CH3:19])=[C:8]([C:9]([C:35]2[CH:36]=[N:37][N:38]([CH3:39])[C:34]=2[OH:33])=[O:11])[CH:12]=[CH:13][C:14]=1[S:15]([CH3:18])(=[O:17])=[O:16]. Procedure: 3-(2,2-Dimethoxyethoxy)-2-methyl-4-(methylsulfonyl)benzoic acid (390 mg, 1.23 mmol) was dissolved in chloroform (15 mL), and oxalyl chloride (0.5 mL) and DMF in a catalytic amount were added thereto. The reaction mixture was stirred at room temperature for 30 minutes, and the solvent was distilled off under reduced pressure. The residue was dissolved in anhydrous THF (20 mL), and 5-hydroxy-1-methylpyrazole (132 mg, 1.35 mmol), triethylamine (250 mg) and N,N-dimethylaminopyridine (300 mg) were ad... Starting materials: C1=CC=CC=C1 (benzene), dimethyl acetal, C(CC)C1=C(NCC=O)C=C(C=C1)F (2-(2-propyl-5-fluoroanilino)-acetaldehyde), C([O-])([O-])=O.[Na+].[Na+] (sodium carbonate), ClCC(=O)Cl (α-chloroacetyl chloride). Solvent: O (water). Product: dimethyl acetal, ClCC(=O)N(C1=C(C=CC(=C1)F)CCC)CC=O (2-(N-α-chloroacetyl-2-propyl-5-fluoroanilino)acetaldehyde). RXN SMILES: [CH2:1]([C:4]1[CH:13]=[CH:12][C:11]([F:14])=[CH:10][C:5]=1[NH:6][CH2:7][CH:8]=[O:9])[CH2:2][CH3:3].C(=O)([O-])[O-].[Na+].[Na+].C1C=CC=CC=1.[Cl:27][CH2:28][C:29](Cl)=[O:30]>O>[Cl:27][CH2:28][C:29]([N:6]([CH2:7][CH:8]=[O:9])[C:5]1[CH:10]=[C:11]([F:14])[CH:12]=[CH:13][C:4]=1[CH2:1][CH2:2][CH3:3])=[O:30] |f:1.2.3|. Reported procedure: The dimethyl acetal of 2-(2-propyl-5-fluoroanilino)-acetaldehyde (0.1 mole), sodium carbonate (0.06 mole) dissolved in water (50 ml) and benzene (50 ml) are charged into a glass reaction vessel equipped with a mechanical stirrer, thermometer and cooling means. The mixture is cooled to a tenperature of about 0°C and α-chloroacetyl chloride (0.11 mole) is incrementally added with stirring. After the addition is completed stirring is continued and the reaction is permitted to warm to room temperatu... Starting materials: ClC1=CC=C(C=C1)C=1C=C(C=NC1OCC(F)(F)F)N (5-(4-chloro-phenyl)-6-(2,2,2-trifluoro-ethoxy)-pyridin-3-ylamine), N1=C(C=CC=C1)C(=O)O (pyridine-2-carboxylic acid). Product: ClC1=CC=C(C=C1)C=1C=C(C=NC1OCC(F)(F)F)NC(=O)C1=NC=CC=C1 (pyridine-2-carboxylic acid[5-(4-chloro-phenyl)-6-(2,2,2-trifluoro-ethoxy)-pyridin-3-yl]-amide). As a reaction SMILES: [Cl:1][C:2]1[CH:7]=[CH:6][C:5]([C:8]2[CH:9]=[C:10]([NH2:20])[CH:11]=[N:12][C:13]=2[O:14][CH2:15][C:16]([F:19])([F:18])[F:17])=[CH:4][CH:3]=1.[N:21]1[CH:26]=[CH:25][CH:24]=[CH:23][C:22]=1[C:27](O)=[O:28]>>[Cl:1][C:2]1[CH:3]=[CH:4][C:5]([C:8]2[CH:9]=[C:10]([NH:20][C:27]([C:22]3[CH:23]=[CH:24][CH:25]=[CH:26][N:21]=3)=[O:28])[CH:11]=[N:12][C:13]=2[O:14][CH2:15][C:16]([F:17])([F:18])[F:19])=[CH:6][CH:7]=1. Reported procedure: The title compound was synthesized in analogy to Example 1, using 5-(4-chloro-phenyl)-6-(2,2,2-trifluoro-ethoxy)-pyridin-3-ylamine and pyridine-2-carboxylic acid as starting materials, MS (LC/MS): 408.0 (M+H). Reactants: C1(CCC1)NC(=O)C=1N(C(=CC(C1OCC1=CC=CC=C1)=O)C)C (N-cyclobutyl-3-benzyloxy-1,6-dimethyl-4-oxo-1,4-dihydropyridine-2-carboxamide). Reagents/catalysts: [Pd] (Pd on activated carbon). Run in C(C)O (ethanol). Run at time 2.5 hour. Product: C1(CCC1)NC(=O)C=1N(C(=CC(C1O)=O)C)C (N-cyclobutyl-3-hydroxy-1,6-dimethyl-4-oxo-1,4-dihydropyridine-2-carboxamide). Yield: 51.5%. As a reaction SMILES: [CH:1]1([NH:5][C:6]([C:8]2[N:9]([CH3:24])[C:10]([CH3:23])=[CH:11][C:12](=[O:22])[C:13]=2[O:14]CC2C=CC=CC=2)=[O:7])[CH2:4][CH2:3][CH2:2]1>[Pd].C(O)C>[CH:1]1([NH:5][C:6]([C:8]2[N:9]([CH3:24])[C:10]([CH3:23])=[CH:11][C:12](=[O:22])[C:13]=2[OH:14])=[O:7])[CH2:2][CH2:3][CH2:4]1. Procedure: A mixture of N-cyclobutyl-3-benzyloxy-1,6-dimethyl-4-oxo-1,4-dihydropyridine-2-carboxamide (1.528 g, 4.68 mmol, 1.0 equiv), 10% Pd on activated carbon (200 mg, wet), and ethanol (200 ml) was stirred under 50 psi of H2 at room temperature for 2.5 h. The catalyst was filtered through Celite® and the filtrate was evaporated to give a solid, which was recrystallized from MeOH gave the titled compound (0.57 g, 51.5%) as a white solid. M.p. 277.3° C. (dec); 1H-NMR (DMSO-d6, 400 MHz) δ 1.68-1.70 (m, 2H...